Task: describe an organic reaction: reactants, conditions, products, and yield. Dataset: the Open Reaction Database (ORD), a public repository of structured organic reaction records Reaction SMILES: [C:1]([Si:5]([CH3:8])([CH3:7])Cl)([CH3:4])([CH3:3])[CH3:2].Cl.[O:10]1[CH2:14][CH:13]([OH:15])[CH2:12][NH:11]1>CN(C=O)C>[C:1]([Si:5]([CH3:8])([CH3:7])[O:15][CH:13]1[CH2:14][O:10][NH:11][CH2:12]1)([CH3:4])([CH3:3])[CH3:2] |f:1.2|. Procedure details: tert-Butyl-dimethyl-chlorosilane (0.5 g, 3.21 mmol) was added to a stirred solution of isoxazolidin-4-ol hydrochloride (0.40 g, 3.18 mmol) in DMF (3 mL). The mixture was left to stir at ambient temperature for 2.5 hours before the solvent was evaporated and the resultant residue partitioned between ethyl acetate (50 mL) and water (20 mL). The organic phase was separated and washed with water (3×20 mL) then brine (20 mL), dried (MgSO4), filtered and evaporated to provide the desired product as a ... The solvent is CN(C)C=O (DMF). Run at time 2.5 hour. Product: C(C)(C)(C)[Si](OC1CNOC1)(C)C (4-(tert-Butyl-dimethyl-silanyloxy)-isoxazolidine). The yield is 95.9%. The reactants are C(C)(C)(C)[Si](Cl)(C)C (tert-Butyl-dimethyl-chlorosilane), Cl.O1NCC(C1)O (isoxazolidin-4-ol hydrochloride). The reactants are C1=CC=CC2=C1CNC1=C(O2)C=CC=C1 (10,11-dihydrodibenz[b,f][1,4]oxazepine), C(C1=CC=CC=C1)(=O)C1=CC=C(C(=O)Cl)C=C1 (4-(benzoyl)benzoyl chloride). The product is C(C1=CC=CC=C1)(=O)C1=CC=C(C(=O)N2C3=C(OC4=C(C2)C=CC=C4)C=CC=C3)C=C1 (10-(4-Benzoylbenzoyl)-10,11-dihydrodibenz[b,f][1,4]oxazepine). RXN SMILES: [CH:1]1[C:6]2[CH2:7][NH:8][C:9]3[CH:15]=[CH:14][CH:13]=[CH:12][C:10]=3[O:11][C:5]=2[CH:4]=[CH:3][CH:2]=1.[C:16]([C:24]1[CH:32]=[CH:31][C:27]([C:28](Cl)=[O:29])=[CH:26][CH:25]=1)(=[O:23])[C:17]1[CH:22]=[CH:21][CH:20]=[CH:19][CH:18]=1>>[C:16]([C:24]1[CH:25]=[CH:26][C:27]([C:28]([N:8]2[CH2:7][C:6]3[CH:1]=[CH:2][CH:3]=[CH:4][C:5]=3[O:11][C:10]3[CH:12]=[CH:13][CH:14]=[CH:15][C:9]2=3)=[O:29])=[CH:31][CH:32]=1)(=[O:23])[C:17]1[CH:18]=[CH:19][CH:20]=[CH:21][CH:22]=1. Reported procedure: As described for Example 26, 10,11-dihydrodibenz[b,f][1,4]oxazepine is reacted with 4-(benzoyl)benzoyl chloride to give the product as an off-white, m.p. 103°-106° C.; Mass spectrum (CI), 406 (MH+).